From a dataset of the Open Reaction Database (ORD), a public repository of structured organic reaction records. describe an organic reaction: reactants, conditions, products, and yield Starting materials: CN(C(=S)NC1=C(C=CC=C1)N1CCOCC1)C (1,1-dimethyl-3-(2-morpholinophenyl) thiourea), O.O.O.C(C)(=O)[O-].[Pb+2].C(C)(=O)[O-] (lead acetate trihydrate), N (ammonia), [OH-].[K+] (potassium hydroxide). Solvent: C(C)O (ethanol). Yields the product CN(C(=NC1=C(C=CC=C1)N1CCOCC1)N)C (1,1-dimethyl-2-(2-morpholinophenyl)guanidine). RXN SMILES: [CH3:1][N:2]([CH3:18])[C:3]([NH:5][C:6]1[CH:11]=[CH:10][CH:9]=[CH:8][C:7]=1[N:12]1[CH2:17][CH2:16][O:15][CH2:14][CH2:13]1)=S.O.O.O.C([O-])(=O)C.[Pb+2].C([O-])(=O)C.[NH3:31].[OH-].[K+]>C(O)C>[CH3:1][N:2]([CH3:18])[C:3]([NH2:31])=[N:5][C:6]1[CH:11]=[CH:10][CH:9]=[CH:8][C:7]=1[N:12]1[CH2:17][CH2:16][O:15][CH2:14][CH2:13]1 |f:1.2.3.4.5.6,8.9|. Reported procedure: A mixture of 1,1-dimethyl-3-(2-morpholinophenyl) thiourea (2.65 g prepared as described in Example 232), lead acetate trihydrate (3.8 g), saturated ethanolic ammonia solution (25 ml), potassium hydroxide (1.12 g) and ethanol (20 ml) where heated at 90°-95° C. is a sealed stainless steel pressure vessel for 5 hours. The reaction mixture was filtered and the solid collected washed with ethanol. The washings were added to the filtrate and the volume reduced by evaporation. Ice was added and the res... Reactants: [Al+3], COC(=O)c1nc(C)n2c1CN=C(c1ccccc1Cl)c1cc(Cl)ccc1-2, [H-], [H-], [H-], [H-], [Li+], C1CCOC1, O. Yields the product Cc1nc(CO)c2n1-c1ccc(Cl)cc1C(c1ccccc1Cl)=NC2. Reaction SMILES: [Al+3:34].[Cl:1][c:2]1[cH:3][cH:4][c:5]2[c:6]([cH:27]1)[C:7]([c:20]1[c:21]([Cl:26])[cH:22][cH:23][cH:24][cH:25]1)=[N:8][CH2:9][c:10]1[n:11]-2[c:12]([CH3:19])[n:13][c:14]1[C:15](=[O:16])[O:17][CH3:18].[H-:33].[H-:36].[H-:37].[H-:38].[Li+:35].[O:28]1[CH2:29][CH2:30][CH2:31][CH2:32]1.[OH2:39]>>[Cl:1][c:2]1[cH:3][cH:4][c:5]2[c:6]([cH:27]1)[C:7]([c:20]1[c:21]([Cl:26])[cH:22][cH:23][cH:24][cH:25]1)=[N:8][CH2:9][c:10]1[n:11]-2[c:12]([CH3:19])[n:13][c:14]1[CH2:15][OH:16]. Reactants: CCN=C=NCCCN(C)C, NC1CN(C2CCC(c3noc(C(Cl)(Cl)Cl)n3)CC2)C1, O=C(O)CNC(=O)c1cccc(C(F)(F)F)c1. The product is O=C(CNC(=O)c1cccc(C(F)(F)F)c1)NC1CN(C2CCC(c3noc(C(Cl)(Cl)Cl)n3)CC2)C1. Reaction SMILES: [CH3:1][CH2:2][N:3]=[C:4]=[N:5][CH2:6][CH2:7][CH2:8][N:9]([CH3:10])[CH3:11].[Cl:12][C:13]([c:14]1[n:15][c:16]([CH:19]2[CH2:20][CH2:21][CH:22]([N:25]3[CH2:26][CH:27]([NH2:29])[CH2:28]3)[CH2:23][CH2:24]2)[n:17][o:18]1)([Cl:30])[Cl:31].[F:32][C:33]([c:34]1[cH:35][c:36]([C:37](=[O:38])[NH:39][CH2:40][C:41](=[O:42])[OH:43])[cH:44][cH:45][cH:46]1)([F:47])[F:48]>>[Cl:12][C:13]([c:14]1[n:15][c:16]([CH:19]2[CH2:20][CH2:21][CH:22]([N:25]3[CH2:26][CH:27]([NH:29][C:41]([CH2:40][NH:39][C:37]([c:36]4[cH:35][c:34]([C:33]([F:32])([F:47])[F:48])[cH:46][cH:45][cH:44]4)=[O:38])=[O:42])[CH2:28]3)[CH2:23][CH2:24]2)[n:17][o:18]1)([Cl:30])[Cl:31].